This data is from the Open Reaction Database (ORD), a public repository of structured organic reaction records. The task is: describe an organic reaction: reactants, conditions, products, and yield Reactants: substituted benzyl amines, C(=O)([O-])[O-].[Na+].[Na+] (Na2CO3), N1[C@H](CCCC1)C(=O)N[C@@H](C)C1=CC=C(C(=O)OC)C=C1 (methyl 4-((S)-1-((R)-piperidine-2-carboxamido)ethyl)benzoate), FC(C=1C=C(CBr)C=CC1)(F)F (3-(trifluoromethyl)benzyl bromide). The product is FC(C=1C=C(CN2[C@H](CCCC2)C(=O)N[C@@H](C)C2=CC=C(C(=O)OC)C=C2)C=CC1)(F)F (methyl 4-((S)-1-((R)-1-(3-(trifluoromethyl)benzyl)piperidine-2-carboxamido)ethyl)benzoate). The yield is 28.7%. As a reaction SMILES: [NH:1]1[CH2:6][CH2:5][CH2:4][CH2:3][C@@H:2]1[C:7]([NH:9][C@H:10]([C:12]1[CH:21]=[CH:20][C:15]([C:16]([O:18][CH3:19])=[O:17])=[CH:14][CH:13]=1)[CH3:11])=[O:8].[F:22][C:23]([F:33])([F:32])[C:24]1[CH:25]=[C:26]([CH:29]=[CH:30][CH:31]=1)[CH2:27]Br.C([O-])([O-])=O.[Na+].[Na+]>>[F:22][C:23]([F:32])([F:33])[C:24]1[CH:25]=[C:26]([CH:29]=[CH:30][CH:31]=1)[CH2:27][N:1]1[CH2:6][CH2:5][CH2:4][CH2:3][C@@H:2]1[C:7]([NH:9][C@H:10]([C:12]1[CH:13]=[CH:14][C:15]([C:16]([O:18][CH3:19])=[O:17])=[CH:20][CH:21]=1)[CH3:11])=[O:8] |f:2.3.4|. Procedure: The title compound (D22) (18 mg) was prepared according to the general procedure for substituted benzyl amines preparation starting from methyl 4-((S)-1-((R)-piperidine-2-carboxamido)ethyl)benzoate (D12) (40 mg, 0.14 mmol) and 3-(trifluoromethyl)benzyl bromide (0.031 ml, 0.21 mmol). (Na2CO3: 2.5 eq; reaction time: 4 hrs; 60° C.) Starting materials: ice, FC(CO)(F)F (2,2,2-Trifluoroethanol), [H-].[Na+] (sodium hydride), ClC1=C(C=C(C=C1)C)[N+](=O)[O-] (4-chloro-3-nitrotoluene). Run in CN(C)C=O (DMF). Conditions: temperature 150 celsius, time 20 minute. The product is CC=1C=CC(=C(C1)[N+](=O)[O-])OCC(F)(F)F (5-methyl-2-(2,2,2-trifluoroethoxy)nitrobenzene). Isolated yield 90.7%. RXN SMILES: [F:1][C:2]([F:6])([F:5])[CH2:3][OH:4].[H-].[Na+].Cl[C:10]1[CH:15]=[CH:14][C:13]([CH3:16])=[CH:12][C:11]=1[N+:17]([O-:19])=[O:18]>CN(C=O)C>[CH3:16][C:13]1[CH:14]=[CH:15][C:10]([O:4][CH2:3][C:2]([F:6])([F:5])[F:1])=[C:11]([N+:17]([O-:19])=[O:18])[CH:12]=1 |f:1.2|. Procedure: 2,2,2-Trifluoroethanol (60 g, 0.6 mol) was added dropwise to a stirred mixture of sodium hydride (12 g of a 60% dispersion, 0.3 mol) in 500 mL of DMF. After stirring for 20 minutes, 4-chloro-3-nitrotoluene (51.3 g, 0.3 mol) was added and the reaction heated at 150° C. for 16 hours. The reaction was cooled, poured into ice cold 5% HCl. The resulting precipitate was collected by filtration, dried to give 64 g of 5-methyl-2-(2,2,2-trifluoroethoxy)nitrobenzene. The reactants are C1(CC1)C=1OC2=CC3=C(CCNCC3)C=C2N1 (2-cyclopropyl-6,7,8,9-tetrahydro-5H-[1,3]oxazolo[4,5-h][3]benzazepine), ClCCCSC=1N(C(=NN1)C1=C2C=CC(=NC2=CC=C1)C)C (5-{5-[(3 chloropropyl)thio]-4-methyl-4H-1,2,4-triazol-3-yl}-2-methylquinoline). Procedure details: The title compound was prepared in analogy to General Procedure 1 from 2-cyclopropyl-6,7,8,9-tetrahydro-5H-[1,3]oxazolo[4,5-h][3]benzazepine (0.46 mmol) and 5-{5-[(3 chloropropyl)thio]-4-methyl-4H-1,2,4-triazol-3-yl}-2-methylquinoline (0.544 mmol) and was obtained as a yellow solid (0.19 mmol). The yield is 41.3%. Yields the product Cl.C1(CC1)C=1OC2=CC3=C(CCN(CC3)CCCSC3=NN=C(N3C)C3=C4C=CC(=NC4=CC=C3)C)C=C2N1 (2-Cyclopropyl-7-(3-{[4-methyl-5-(2-methyl-5-quinolinyl)-4H-1,2,4-triazol-3-yl]thio}propyl)-6,7,8,9-tetrahydro-5H-[1,3]oxazolo[4,5-h][3]benzazepine hydrochloride), solid. Reaction SMILES: [CH:1]1([C:4]2[O:5][C:6]3[C:16]([N:17]=2)=[CH:15][C:9]2[CH2:10][CH2:11][NH:12][CH2:13][CH2:14][C:8]=2[CH:7]=3)[CH2:3][CH2:2]1.[Cl:18][CH2:19][CH2:20][CH2:21][S:22][C:23]1[N:24]([CH3:39])[C:25]([C:28]2[CH:37]=[CH:36][CH:35]=[C:34]3[C:29]=2[CH:30]=[CH:31][C:32]([CH3:38])=[N:33]3)=[N:26][N:27]=1>>[ClH:18].[CH:1]1([C:4]2[O:5][C:6]3[C:16]([N:17]=2)=[CH:15][C:9]2[CH2:10][CH2:11][N:12]([CH2:19][CH2:20][CH2:21][S:22][C:23]4[N:24]([CH3:39])[C:25]([C:28]5[CH:37]=[CH:36][CH:35]=[C:34]6[C:29]=5[CH:30]=[CH:31][C:32]([CH3:38])=[N:33]6)=[N:26][N:27]=4)[CH2:13][CH2:14][C:8]=2[CH:7]=3)[CH2:3][CH2:2]1 |f:2.3|.